From a dataset of the Open Reaction Database (ORD), a public repository of structured organic reaction records. describe an organic reaction: reactants, conditions, products, and yield Starting materials: CN1C=CC(C=C1)=O (1-Methyl-4-pyridinone), CN1N=C(C=C1N)C (1,3-dimethyl-5-pyrazolamine). Reaction conditions: time 8 hour. Product: CN1CC=C(CC1)C=1C(=NN(C1N)C)C (4-(1,2,5,6-tetrahydro-1-methyl-4-pyridinyl)-1,3-dimethyl 5-(1H)-pyrazolamine). As a reaction SMILES: [CH3:1][N:2]1[CH:7]=[CH:6][C:5](=O)[CH:4]=[CH:3]1.[CH3:9][N:10]1[C:14]([NH2:15])=[CH:13][C:12]([CH3:16])=[N:11]1>>[CH3:1][N:2]1[CH2:7][CH2:6][C:5]([C:13]2[C:12]([CH3:16])=[N:11][N:10]([CH3:9])[C:14]=2[NH2:15])=[CH:4][CH2:3]1. Procedure: 1-Methyl-4-pyridinone (1.1 mole) is added to 1,3-dimethyl-5-pyrazolamine (1 mole). The reaction mixture is kept at a temperature between 70° C. and 80° C. for a period of about 8 hours. After distillation under vacuum the residue is poured into water and neutralized with NaOH 10%. The compound of the title is recovered by filtration. M.p. 262°-265° C.